From a dataset of the Open Reaction Database (ORD), a public repository of structured organic reaction records. describe an organic reaction: reactants, conditions, products, and yield Product: CC1C(C(CCC1)C(=O)OCC)=O (Ethyl 3-methyl-2-oxocyclohexanecarboxylate). Reactants: O=C1C(CCCC1)C(=O)OCC (ethyl 2-oxocyclohexanecarboxylate), IC (iodomethane), [H-].[Na+] (sodium hydride), C(CCC)[Li] (butyl lithium). Reaction conditions: temperature 5 celsius, time 1 hour. Procedure: To a suspension of sodium hydride (5.0 g, 0.125 mol) in tetrahydrofuran (250 mL) was added a solution of ethyl 2-oxocyclohexanecarboxylate (19.9 mL, 0.125 mol) in tetrahydrofuran (30 mL) whilst maintaining the temperature of the mixture between 10° C. and 15° C. by means of an ice bath. After stirring at 5° C. for 1 hour, butyl lithium (52.5 mL, 2.5 M solution in hexanes, 131 mmol) was added dropwise while maintaining the temperature below 12° C. After stirring at 5° C. for 30 minutes, iodometha... RXN SMILES: [H-].[Na+].[O:3]=[C:4]1[CH2:9][CH2:8][CH2:7][CH2:6][CH:5]1[C:10]([O:12][CH2:13][CH3:14])=[O:11].[CH2:15]([Li])CCC.IC>O1CCCC1>[CH3:15][CH:9]1[CH2:8][CH2:7][CH2:6][CH:5]([C:10]([O:12][CH2:13][CH3:14])=[O:11])[C:4]1=[O:3] |f:0.1|. Run in O1CCCC1 (tetrahydrofuran), O1CCCC1 (tetrahydrofuran). Run in CC(=O)C (acetone), COC(C)(C)OC (2,2-dimethoxypropane). RXN SMILES: [CH3:1][O:2][C:3](=[O:16])[C@H:4]([CH2:14][OH:15])[NH:5][C:6](=[O:13])[CH2:7][CH2:8][CH2:9][CH2:10][CH2:11][CH3:12].[CH3:17][C:18]1C=CC(S(O)(=O)=O)=C[CH:23]=1.C([O-])([O-])=O.[K+].[K+].CCCCCC.CCOC(C)=O>CC(C)=O.COC(OC)(C)C>[CH3:1][O:2][C:3]([C@@H:4]1[CH2:14][O:15][C:18]([CH3:23])([CH3:17])[N:5]1[C:6](=[O:13])[CH2:7][CH2:8][CH2:9][CH2:10][CH2:11][CH3:12])=[O:16] |f:2.3.4,5.6|. The product is COC(=O)[C@H]1N(C(OC1)(C)C)C(CCCCCC)=O ((S)-2,2-Dimethyl-3-(1-oxoheptyl]-4-oxazolidinecarboxylic Acid Methyl Ester). Starting materials: CCCCCC.CCOC(=O)C (hexane EtOAc), C(=O)([O-])[O-].[K+].[K+] (K2CO3), COC([C@@H](NC(CCCCCC)=O)CO)=O (N-(1-Oxoheptyl)-L-Serine Methyl Ester), CC=1C=CC(=CC1)S(=O)(=O)O (p-TSA). Reported procedure: Compound 2j (320 mg, 1.38 mol) and p-TSA (40 mg) are dissolved in dry acetone (2 ml) and 2,2-dimethoxypropane (2 ml). The resulting solution is heated overnight at reflux. Solid K2CO3 is added and the volatiles removed in vacuo to give a residue. Flash chromatography (2×21 cm column, 6:1 hexane/EtOAc) of the residue provides 8a as an oil: NMR δ0.88 (m, 3H), 1.29 (m, 6H), 1.57 (s, 3H), 1.62 (m, 2H), 1.70 (s, 3H), 2.15 (m, 2H), 3.81 (s, 3H), 4.20 (m, 2H), 4.46 (m, 1H); [α]D26 =-47±1 (CHCl3). Reactants: NC(N)=NC=1SC=C(N1)CSCCNC=NS(=O)(=O)C1=CC=C(C=C1)Br (N-[[[2-[[[2-[(diaminomethylene)amino]-4-thiazolyl]methyl]thio]ethyl]amino]methylene]-4-bromo-benzenesulfonamide), [OH-].[K+] (potassium hydroxide), Cl.Cl.NCCSCC=1N=C(SC1)NC(=N)N ([4-[[(2-aminoethyl)thio]methyl]-2-thiazolyl]guanidine dihydrochloride), C(O)=N.BrC1=CC=C(C=C1)S(=O)(=O)C(OCC)=N (ethyl 4-bromo-benzene-sulfonylformimidate formimidate). The solvent is CO (methanol). Product: C(C)(C)[O-].BrC1=CC=C(C=C1)S(=O)(=O)N (4-bromo-benzenesulfonamide isopropanolate). As a reaction SMILES: NC(=NC1S[CH:7]=[C:8]([CH2:10]SCCNC=[N:16][S:17]([C:20]2[CH:25]=[CH:24][C:23]([Br:26])=[CH:22][CH:21]=2)(=[O:19])=[O:18])N=1)N.Cl.Cl.NCCSCC1N=C(NC(N)=N)SC=1.C(=N)[OH:44].BrC1C=CC(S(C(=N)OCC)(=O)=O)=CC=1.[OH-].[K+]>CO>[CH:8]([O-:44])([CH3:10])[CH3:7].[Br:26][C:23]1[CH:22]=[CH:21][C:20]([S:17]([NH2:16])(=[O:18])=[O:19])=[CH:25][CH:24]=1 |f:1.2.3,4.5,6.7,9.10|. Procedure: A process for preparing Form A of N-[[[2-[[[2-[(diaminomethylene)amino]-4-thiazolyl]methyl]thio]ethyl]amino]methylene]-4-bromo-benzenesulfonamide of claim 1 which comprises reacting [4-[[(2-aminoethyl)thio]methyl]-2-thiazolyl]guanidine dihydrochloride with ethyl 4-bromo-benzene-sulfonylformimidate formimidate in methanol and in the presence of potassium hydroxide, followed by filtering and adding isopropanol over the filtrate to obtain N-[[[2-[[[2-(diaminomethylene)amino]-4-thiazolyl]methyl]thio... The reactants are COC=1C=C2CCNCC2=CC1OC (1,2,3,4-Tetrahydro-6,7-dimethoxy-isoquinoline), C1(CCCCC1)N=C=NC1CCCCC1 (dicyclohexylcarbodiimide), COC1=C(C=C(C=C1)CC(=O)O)[N+](=O)[O-] (4-methoxy-3-nitrophenylacetic acid), ON1N=NC2=C1C=CC=C2 (1-hydroxybenzotriazole). The solvent is CN(C)C=O (DMF), CN(C)C=O (DMF). Run at time 10 minute. Yields the product COC=1C=C2CCN(CC2=CC1OC)C(CC1=CC(=C(C=C1)OC)[N+](=O)[O-])=O (1,2,3,4-Tetrahydro-6,7-dimethoxy-2-[(4-methoxy-3-nitrophenyl)acetyl]isoquinoline). Isolated yield 72.9%. As a reaction SMILES: [CH3:1][O:2][C:3]1[CH:8]=[CH:7][C:6]([CH2:9][C:10]([OH:12])=O)=[CH:5][C:4]=1[N+:13]([O-:15])=[O:14].ON1C2C=CC=CC=2N=N1.[CH3:26][O:27][C:28]1[CH:29]=[C:30]2[C:35](=[CH:36][C:37]=1[O:38][CH3:39])[CH2:34][NH:33][CH2:32][CH2:31]2.C1(N=C=NC2CCCCC2)CCCCC1>CN(C=O)C>[CH3:26][O:27][C:28]1[CH:29]=[C:30]2[C:35](=[CH:36][C:37]=1[O:38][CH3:39])[CH2:34][N:33]([C:10](=[O:12])[CH2:9][C:6]1[CH:7]=[CH:8][C:3]([O:2][CH3:1])=[C:4]([N+:13]([O-:15])=[O:14])[CH:5]=1)[CH2:32][CH2:31]2. Procedure details: A mixture of 4-methoxy-3-nitrophenylacetic acid (1.2 g) and 1-hydroxybenzotriazole (0.95 g) in DMF (30 ml) was stirred at room temperature for 10 min. 1,2,3,4-Tetrahydro-6,7-dimethoxy-isoquinoline (1.1 g) in DMF (20 ml) was then added, followed by dicyclohexylcarbodiimide (1.2 g) and the mixture was stirred at room temperature for 6 h and then filtered. The filtrate was concentrated in vacuo, treated with dilute sodium hydroxyde and extracted with ethyl acetate. The dried organic extract was eva...